Task: describe an organic reaction: reactants, conditions, products, and yield. Dataset: the Open Reaction Database (ORD), a public repository of structured organic reaction records Reactants: COC(C)(C)C, CCO, CC(N)CCc1ccc(CCCN2C(=O)c3ccccc3C2=O)nc1, NN. Product: CC(N)CCc1ccc(CCCN)nc1. RXN SMILES: [C:28]([O:29][CH3:30])([CH3:31])([CH3:32])[CH3:33].[CH3:34][CH2:35][OH:36].[NH2:1][CH:2]([CH2:3][CH2:4][c:5]1[cH:6][cH:7][c:8]([CH2:11][CH2:12][CH2:13][N:14]2[C:15](=[O:16])[c:17]3[c:18]([cH:19][cH:20][cH:21][cH:22]3)[C:23]2=[O:24])[n:9][cH:10]1)[CH3:25].[NH2:26][NH2:27]>>[NH2:1][CH:2]([CH2:3][CH2:4][c:5]1[cH:6][cH:7][c:8]([CH2:11][CH2:12][CH2:13][NH2:14])[n:9][cH:10]1)[CH3:25]. The reactants are C1(CC1)C=CC1=CC=C(S1)C=O (5-(2-Cyclopropylvinyl)thiophen-2-aldehyde), Example 148, C(C)(=O)O (Acetic acid), O (water), [BH4-].[Na+] (sodium borohydride). The solvent is O1C(CCC1)CCO (tetrahydrofuran-ethanol). Yields the product C1(CC1)C=CC1=CC=C(S1)CO ((5-(2-Cyclopropylvinyl)thiophen-2-yl)methanol). Yield: 96.2%. RXN SMILES: [CH:1]1([CH:4]=[CH:5][C:6]2[S:10][C:9]([CH:11]=[O:12])=[CH:8][CH:7]=2)[CH2:3][CH2:2]1.[BH4-].[Na+].C(O)(=O)C.O>O1CCCC1CCO>[CH:1]1([CH:4]=[CH:5][C:6]2[S:10][C:9]([CH2:11][OH:12])=[CH:8][CH:7]=2)[CH2:3][CH2:2]1 |f:1.2|. Procedure details: 5-(2-Cyclopropylvinyl)thiophen-2-aldehyde described in Preparation Example 148 (960 mg, 5.39 mmol) was dissolved in a mixture solvent of tetrahydrofuran-ethanol (2:1) (30 mL), sodium borohydride (100 mg, 2.64 mmol) was added under stirring on an ice bath, and the solution was stirred for 30 minutes. Acetic acid (0.5 mL) and water (10 mL) were added sequentially to the reaction solution, which was then extracted with ethyl acetate (50 mL). The organic layer was washed with an aqueous solution of ...